From a dataset of the Open Reaction Database (ORD), a public repository of structured organic reaction records. describe an organic reaction: reactants, conditions, products, and yield Reactants: CN(C1=CC=C(C=C1)C=1OC2=C(C1)C=CC=C2C(=O)OC)C (methyl 2-(4-dimethylaminophenyl)benzofuran-7-carboxylate), Cl (hydrocloric acid), [OH-].[Na+] (sodium hydroxide). Solvent: CO (methanol), O1CCCC1 (tetrahydrofuran). Reaction conditions: temperature 50 celsius. The product is CN(C1=CC=C(C=C1)C=1OC2=C(C1)C=CC=C2C(=O)O)C (2-(4-dimethylaminophenyl)benzofuran-7-carboxylic acid). Isolated yield 99.3%. As a reaction SMILES: [CH3:1][N:2]([CH3:22])[C:3]1[CH:8]=[CH:7][C:6]([C:9]2[O:10][C:11]3[C:17]([C:18]([O:20]C)=[O:19])=[CH:16][CH:15]=[CH:14][C:12]=3[CH:13]=2)=[CH:5][CH:4]=1.[OH-].[Na+].Cl>CO.O1CCCC1>[CH3:1][N:2]([CH3:22])[C:3]1[CH:4]=[CH:5][C:6]([C:9]2[O:10][C:11]3[C:17]([C:18]([OH:20])=[O:19])=[CH:16][CH:15]=[CH:14][C:12]=3[CH:13]=2)=[CH:7][CH:8]=1 |f:1.2|. Procedure: 920 mg of methyl 2-(4-dimethylaminophenyl)benzofuran-7-carboxylate are dissolved in a mixture of 20 ml of methanol and 20 ml of tetrahydrofuran. 10 ml of an aqueous 1N sodium hydroxide solution are added to the solution and the mixture is heated at 50° C. for 40 minutes. After cooling, the reaction mixture is neutralized with 10% hydrocloric acid and extracted with ethyl acetate. The extract is dried and evaporated to remove solvent to give 870 mg of 2-(4-dimethylaminophenyl)benzofuran-7-carboxy... Reactants: NC1=CC=C2C(=N1)C(=CN2)C=2CCN(CC2)CCC2=CC=CC=C2 (5-amino-3-(1-(2-phenyleth-1-yl)-1,2,3,6-tetrahydropyridin-4-yl)pyrrolo[3,2-b]pyridine), FC1=CC=C(C(=O)Cl)C=C1 (4-fluorobenzoyl chloride). The product is FC1=CC=C(C(=O)NC2=CC=C3C(=N2)C(=CN3)C=3CCN(CC3)CCC3=CC=CC=C3)C=C1 (5-(N-[4-fluorobenzoyl]amino)-3-(1-(2-phenyleth-1-yl)-1,2,3,6-tetrahydropyridin-4-yl)pyrrolo[3,2-b]pyridine). As a reaction SMILES: [NH2:1][C:2]1[N:7]=[C:6]2[C:8]([C:11]3[CH2:12][CH2:13][N:14]([CH2:17][CH2:18][C:19]4[CH:24]=[CH:23][CH:22]=[CH:21][CH:20]=4)[CH2:15][CH:16]=3)=[CH:9][NH:10][C:5]2=[CH:4][CH:3]=1.[F:25][C:26]1[CH:34]=[CH:33][C:29]([C:30](Cl)=[O:31])=[CH:28][CH:27]=1>>[F:25][C:26]1[CH:34]=[CH:33][C:29]([C:30]([NH:1][C:2]2[N:7]=[C:6]3[C:8]([C:11]4[CH2:12][CH2:13][N:14]([CH2:17][CH2:18][C:19]5[CH:20]=[CH:21][CH:22]=[CH:23][CH:24]=5)[CH2:15][CH:16]=4)=[CH:9][NH:10][C:5]3=[CH:4][CH:3]=2)=[O:31])=[CH:28][CH:27]=1. Reported procedure: Beginning with 0.015 gm (0.047 mMol) 5-amino-3-(1-(2-phenyleth-1-yl)-1,2,3,6-tetrahydropyridin-4-yl)pyrrolo[3,2-b]pyridine and 0.007 mL (0.061 mMol) 4-fluorobenzoyl chloride, the title compound was prepared essentially by the procedure described in Example 7. Reactants: C(C)(=O)N1C(C(C2=CC=C(C=C12)C(=O)OCC)=C(C1=CC=CC=C1)OCC)=O (1-acetyl-3-(1-ethoxy-1-phenylmethylene)-6-ethoxycarbonyl-2-indolinone), NC1=CC=C(C=C1)CC(=O)OC(C)(C)C (tert.butyl 4-aminophenylacetate). The product is C(C)(C)(C)OC(=O)CC1=CC=C(N\C(\C2=CC=CC=C2)=C\2/C(NC3=CC(=CC=C23)C(=O)OCC)=O)C=C1 (3-Z-[1-(4-tert.butoxycarbonylmethyl-anilino)-1-phenyl-methylene]-6-ethoxycarbonyl-2-indolinone). As a reaction SMILES: C([N:4]1[C:12]2[C:7](=[CH:8][CH:9]=[C:10]([C:13]([O:15][CH2:16][CH3:17])=[O:14])[CH:11]=2)[C:6](=[C:18](OCC)[C:19]2[CH:24]=[CH:23][CH:22]=[CH:21][CH:20]=2)[C:5]1=[O:28])(=O)C.[NH2:29][C:30]1[CH:35]=[CH:34][C:33]([CH2:36][C:37]([O:39][C:40]([CH3:43])([CH3:42])[CH3:41])=[O:38])=[CH:32][CH:31]=1>>[C:40]([O:39][C:37]([CH2:36][C:33]1[CH:34]=[CH:35][C:30]([NH:29]/[C:18](=[C:6]2\[C:5](=[O:28])[NH:4][C:12]3[C:7]\2=[CH:8][CH:9]=[C:10]([C:13]([O:15][CH2:16][CH3:17])=[O:14])[CH:11]=3)/[C:19]2[CH:24]=[CH:23][CH:22]=[CH:21][CH:20]=2)=[CH:31][CH:32]=1)=[O:38])([CH3:43])([CH3:41])[CH3:42]. Procedure: Prepared from 1-acetyl-3-(1-ethoxy-1-phenylmethylene)-6-ethoxycarbonyl-2-indolinone and tert.butyl 4-aminophenylacetate Rf value: 0.5 (aluminium oxide, ethyl acetate) C30H30N2O5